From a dataset of the Open Reaction Database (ORD), a public repository of structured organic reaction records. describe an organic reaction: reactants, conditions, products, and yield Starting materials: COC(=O)c1cccc(CBr)c1, O=C([O-])[O-], CC(C)=O, [K+], [K+], Oc1ccc(I)cc1. Product: COC(=O)c1cccc(COc2ccc(I)cc2)c1. RXN SMILES: [Br:7][CH2:8][c:9]1[cH:10][c:11]([C:12](=[O:13])[O:14][CH3:15])[cH:16][cH:17][cH:18]1.[C:1](=[O:2])([O-:3])[O-:4].[CH3:27][C:28](=[O:29])[CH3:30].[K+:5].[K+:6].[OH:19][c:20]1[cH:21][cH:22][c:23]([I:24])[cH:25][cH:26]1>>[CH2:8]([c:9]1[cH:10][c:11]([C:12](=[O:13])[O:14][CH3:15])[cH:16][cH:17][cH:18]1)[O:19][c:20]1[cH:21][cH:22][c:23]([I:24])[cH:25][cH:26]1.